From a dataset of the Open Reaction Database (ORD), a public repository of structured organic reaction records. describe an organic reaction: reactants, conditions, products, and yield Starting materials: CO, CCOC(=O)c1ccc(N)c(Cl)c1, [Na+], [OH-]. The product is Nc1ccc(C(=O)O)cc1Cl. RXN SMILES: [CH3:16][OH:17].[NH2:1][c:2]1[c:3]([Cl:13])[cH:4][c:5]([C:6](=[O:7])[O:8][CH2:9][CH3:10])[cH:11][cH:12]1.[Na+:15].[OH-:14]>>[NH2:1][c:2]1[c:3]([Cl:13])[cH:4][c:5]([C:6](=[O:7])[OH:8])[cH:11][cH:12]1. Reactants: NC(=O)c1ccccc1N, ClC(Cl)Cl, O=C(O)c1ccc2c(c1)CCO2, O=S(Cl)Cl, c1ccncc1. Yields the product NC(=O)c1ccccc1NC(=O)c1ccc2c(c1)CCO2. RXN SMILES: [C:17]([c:18]1[c:19]([NH2:20])[cH:21][cH:22][cH:23][cH:24]1)(=[O:25])[NH2:26].[Cl:33][CH:34]([Cl:35])[Cl:36].[O:1]1[c:2]2[c:3]([cH:6][c:7]([C:10](=[O:11])[OH:12])[cH:8][cH:9]2)[CH2:4][CH2:5]1.[S:13]([Cl:14])([Cl:15])=[O:16].[cH:27]1[cH:28][cH:29][n:30][cH:31][cH:32]1>>[O:1]1[c:2]2[c:3]([cH:6][c:7]([C:10](=[O:12])[NH:20][c:19]3[c:18]([C:17](=[O:25])[NH2:26])[cH:24][cH:23][cH:22][cH:21]3)[cH:8][cH:9]2)[CH2:4][CH2:5]1. The reactants are BrBr (Bromine), C(C)OC(=O)C=1C=C2C(=C(N(C2=CC1)C(C)=O)C)C (1-acetyl-2,3-dimethylindole-5-carboxylic acid ethyl ester). Solvent: C(C)(=O)O (acetic acid). Yields the product C(C)OC(=O)C=1C=C2C(=C(N(C2=CC1)C(C)=O)CBr)C (1-acetyl-2-bromomethyl-3-methylindole-5-carboxylic acid ethyl ester). Yield: 44.9%. RXN SMILES: [Br:1]Br.[CH2:3]([O:5][C:6]([C:8]1[CH:9]=[C:10]2[C:14](=[CH:15][CH:16]=1)[N:13]([C:17](=[O:19])[CH3:18])[C:12]([CH3:20])=[C:11]2[CH3:21])=[O:7])[CH3:4]>C(O)(=O)C>[CH2:3]([O:5][C:6]([C:8]1[CH:9]=[C:10]2[C:14](=[CH:15][CH:16]=1)[N:13]([C:17](=[O:19])[CH3:18])[C:12]([CH2:20][Br:1])=[C:11]2[CH3:21])=[O:7])[CH3:4]. Procedure: Bromine (0.40 g) was added dropwise over 1 minute to a stirred solution of 1-acetyl-2,3-dimethylindole-5-carboxylic acid ethyl ester (0.65 g) in acetic acid (1.3 ml). After a few minutes a solid precipitated. The mixture was diluted with ca 5 ml. of ether and the solid was filtered off, washed with ether and dried to give 1-acetyl-2-bromomethyl-3-methylindole-5-carboxylic acid ethyl ester (0.38 g), m.p. 125°-130°. The product was unstable and was used directly in the next stage. Reactants: [Si](C)(C)(C(C)(C)C)OCC=1SSC(=CC1)C1=NC2=CC=CC(=C2N=C1O[Si](C)(C)C(C)(C)C)OC (3-[(tert-butyldimethylsilyloxy)methyl]-6-[methyloxy[3-(tert-butyldimethylsilyloxy)quinoxalin-2-yl]]-1,2-dithiin), [F-].C(CCC)[N+](CCCC)(CCCC)CCCC (tetrabutylammonium fluoride). Solvent: C1CCOC1 (THF), C1CCOC1 (THF), C(C)(=O)O (acetic acid). Run at time 3 hour. Product: OCC=1SSC(=CC1)C1=NC2=CC=CC(=C2N=C1O)OC (3-(Hydroxymethyl)-6-[methyloxy[3-hydroxyquinoxalin-2-yl]]-1,2-dithiin). Isolated yield 51.7%. Reaction SMILES: [Si]([O:8][CH2:9][C:10]1[S:11][S:12][C:13]([C:16]2[C:25]([O:26][Si](C(C)(C)C)(C)C)=[N:24][C:23]3[C:18](=[CH:19][CH:20]=[CH:21][C:22]=3[O:34][CH3:35])[N:17]=2)=[CH:14][CH:15]=1)(C(C)(C)C)(C)C.[F-].C([N+](CCCC)(CCCC)CCCC)CCC>C1COCC1.C(O)(=O)C>[OH:8][CH2:9][C:10]1[S:11][S:12][C:13]([C:16]2[C:25]([OH:26])=[N:24][C:23]3[C:18](=[CH:19][CH:20]=[CH:21][C:22]=3[O:34][CH3:35])[N:17]=2)=[CH:14][CH:15]=1 |f:1.2|. Procedure details: To a stirred solution of the 3-[(tert-butyldimethylsilyloxy)methyl]-6-[methyloxy[3-(tert-butyldimethylsilyloxy)quinoxalin-2-yl]]-1,2-dithiin obtained above (50 mg, 0.09 mmol) in 1 mL of THF was added a mixture of 1.2 mL of 1M tetrabutylammonium fluoride in THF and 0.7 mL of acetic acid. The reation mixture was stirred for 3 h until TLC analysis showed the reaction to be complete, and then concentrated in vacuo. The residue was partitioned between 20 mL of water and 30 mL of ethyl acetate. The or... Starting materials: [N+](=O)(O)[O-] (nitric acid), S(O)(O)(=O)=O (sulfuric acid), OCC(CO)CO (2-hydroxymethyl-1,3-propanediol). Run in C(Cl)Cl (methylene chloride). Product: [N+](=O)(O)[O-].[N+](=O)(O)[O-].[N+](=O)(O)[O-].OCC(CO)CO (2-Hydroxymethyl-1,3-Propanediol Trinitrate). RXN SMILES: [N+:1]([O-:4])([OH:3])=[O:2].S(=O)(=O)(O)O.[OH:10][CH2:11][CH:12]([CH2:15][OH:16])[CH2:13][OH:14]>C(Cl)Cl>[N+:1]([O-:4])([OH:3])=[O:2].[N+:1]([O-:4])([OH:3])=[O:2].[N+:1]([O-:4])([OH:3])=[O:2].[OH:10][CH2:11][CH:12]([CH2:15][OH:16])[CH2:13][OH:14] |f:4.5.6.7|. Reported procedure: To a mixture of methylene chloride (150 ml) and a 1:1 mixture of anhydrous nitric acid and 30% fuming sulfuric acid (40 ml) carefully stirred at 10° to 15%C. is added portionwise 2-hydroxymethyl-1,3-propanediol (7.5 g) while measuring the redox potential of the solution and maintaining it between -0.07 and 0.20 volts. This is conveniently done with an Ingold Redox probe charged with the mixed acid. When the addition is complete the phases are separated, the organic phase washed with water, aqueo... Starting materials: NC1=NC(=CC(=N1)Cl)Cl (2-amino-4,6-dichloropyrimidine), CN1CCN(CC1)CC1=C(C=C(C=C1)NC(=O)C1=NSC2=C1C=CC(=C2)O)C(F)(F)F (6-hydroxy-benzo[d]isothiazole-3-carboxylic acid [4-(4-methyl-piperazin-1-ylmethyl)-3-trifluoromethyl-phenyl]-amide), [O-]P(=O)([O-])[O-].[K+].[K+].[K+] (K3PO4). Solvent: CN1CCCC1=O (NMP). The product is CN1CCN(CC1)CC1=C(C=C(C=C1)NC(=O)C1=NSC2=C1C=CC(=C2)OC2=NC(=NC(=C2)Cl)N)C(F)(F)F (6-(2-Amino-6-chloro-pyrimidin-4-yloxy)-benzo[d]isothiazole-3-carboxylic acid [4-(4-methyl-piperazin-1-ylmethyl)-3-trifluoromethyl-phenyl]-amide). RXN SMILES: [NH2:1][C:2]1[N:7]=[C:6](Cl)[CH:5]=[C:4]([Cl:9])[N:3]=1.[CH3:10][N:11]1[CH2:16][CH2:15][N:14]([CH2:17][C:18]2[CH:23]=[CH:22][C:21]([NH:24][C:25]([C:27]3[C:31]4[CH:32]=[CH:33][C:34]([OH:36])=[CH:35][C:30]=4[S:29][N:28]=3)=[O:26])=[CH:20][C:19]=2[C:37]([F:40])([F:39])[F:38])[CH2:13][CH2:12]1.[O-]P([O-])([O-])=O.[K+].[K+].[K+]>CN1C(=O)CCC1>[CH3:10][N:11]1[CH2:16][CH2:15][N:14]([CH2:17][C:18]2[CH:23]=[CH:22][C:21]([NH:24][C:25]([C:27]3[C:31]4[CH:32]=[CH:33][C:34]([O:36][C:6]5[CH:5]=[C:4]([Cl:9])[N:3]=[C:2]([NH2:1])[N:7]=5)=[CH:35][C:30]=4[S:29][N:28]=3)=[O:26])=[CH:20][C:19]=2[C:37]([F:40])([F:38])[F:39])[CH2:13][CH2:12]1 |f:2.3.4.5|. Reported procedure: Prepared as described in step 6.3 from 401 mg (2.45 mMol) 2-amino-4,6-dichloropyrimidine, 785 mg (1.74 mMol) 6-hydroxy-benzo[d]isothiazole-3-carboxylic acid [4-(4-methyl-piperazin-1-ylmethyl)-3-trifluoromethyl-phenyl]-amide and 1.5 g (7.1 mMol) K3PO4 in 45 ml NMP: MS: [M+1]+=578/580; HPLC: tRet=14.9. Reactants: [H][H] (hydrogen), C(C)N1C(C(C=2C=C3C(=CC12)C=CO3)C(=O)OCC)=O (ethyl 5-ethyl-6-oxo-6,7-dihydro-furo[2,3-f]indole-7-carboxylate). Reagents/catalysts: [Pd] (palladium-on-carbon). Yields the product C(C)N1C(C(C=2C=C3C(=CC12)CCO3)C(=O)OCC)=O (Ethyl 5-ethyl-6-oxo-2,3,6,7-tetrahydro-furo[2,3-f]indole-7-carboxylate). Isolated yield 63.0%. RXN SMILES: [CH2:1]([N:3]1[C:11]2[CH:10]=[C:9]3[CH:12]=[CH:13][O:14][C:8]3=[CH:7][C:6]=2[CH:5]([C:15]([O:17][CH2:18][CH3:19])=[O:16])[C:4]1=[O:20])[CH3:2].[H][H]>[Pd]>[CH2:1]([N:3]1[C:11]2[CH:10]=[C:9]3[CH2:12][CH2:13][O:14][C:8]3=[CH:7][C:6]=2[CH:5]([C:15]([O:17][CH2:18][CH3:19])=[O:16])[C:4]1=[O:20])[CH3:2]. Procedure: A mixture of 20 g. (73.3 mmoles) of ethyl 5-ethyl-6-oxo-6,7-dihydro-furo[2,3-f]indole-7-carboxylate and 4 g. of 10% palladium-on-carbon was shaken in a hydrogen atmosphere at an initial pressure of 50 psi. After 2 hours the catalyst was filtered and the filtrate evaporated. The residue was recrystallized from diethyl ether, 12.6 g. (63% yield), m.p. 82°-84° C.